This data is from the Open Reaction Database (ORD), a public repository of structured organic reaction records. The task is: describe an organic reaction: reactants, conditions, products, and yield The reactants are C(C1=CC=CC=C1)N([C@H]1CC2=C(C=CC=C2CC1)Br)CC1=CC=CC=C1 ((2R)-N,N-dibenzyl-8-bromo-1,2,3,4-tetrahydronaphthalen-2-amine), C(CCC)[Li] (n-butyllithium), B(OCC)(OCC)OCC (triethyl borate). Run in O1CCCC1 (tetrahydrofuran). Reaction conditions: temperature 0 celsius, time 5 minute. Product: C(C1=CC=CC=C1)N([C@@H]1CCC=2C=CC=C(C2C1)B(O)O)CC1=CC=CC=C1 ([(7R)-7-(dibenzylamino)-5,6,7,8-tetrahydronaphthalen-1-yl]boronic acid). Isolated yield 67.0%. As a reaction SMILES: [CH2:1]([N:8]([CH2:20][C:21]1[CH:26]=[CH:25][CH:24]=[CH:23][CH:22]=1)[C@@H:9]1[CH2:18][CH2:17][C:16]2[C:11](=[C:12](Br)[CH:13]=[CH:14][CH:15]=2)[CH2:10]1)[C:2]1[CH:7]=[CH:6][CH:5]=[CH:4][CH:3]=1.C([Li])CCC.[B:32](OCC)([O:36]CC)[O:33]CC>O1CCCC1>[CH2:1]([N:8]([CH2:20][C:21]1[CH:26]=[CH:25][CH:24]=[CH:23][CH:22]=1)[C@H:9]1[CH2:10][C:11]2[C:12]([B:32]([OH:36])[OH:33])=[CH:13][CH:14]=[CH:15][C:16]=2[CH2:17][CH2:18]1)[C:2]1[CH:7]=[CH:6][CH:5]=[CH:4][CH:3]=1. Procedure details: To a solution of (2R)-N,N-dibenzyl-8-bromo-1,2,3,4-tetrahydronaphthalen-2-amine (1000 mg, 2.46 mmol) in dry tetrahydrofuran (10 mL) under an atmosphere of nitrogen, n-butyllithium (1.6M, 2.3 mL, 3.69 mmol) was added over 5 min at −70° C. The reaction mixture was stirred at 0° C. for 10 min before triethyl borate (0.50 mL, 2.95 mmol) was added. The reaction mixture was stirred for additional 5 min at 0° C. and then allowed to reach ambient temperature and stirred for another 2 h. The reaction mix... Reactants: ClC1=CC=C(C=N1)NC(OC(C)(C)C)=O ((6-chloro-pyridin-3-yl)-carbamic acid, tert-butyl ester), n-butyllithium hexanes, C(=O)=O (Dry ice). The solvent is CN(CCN(C)C)C (tetramethylethylenediamine), CCOCC (ether). Reaction conditions: temperature -15 celsius. Product: C(C)(C)(C)OC(=O)NC1=CN=C(C=C1C(=O)O)Cl (5-tert-butoxycarbonylamino-2-chloro-isonicotinic acid). RXN SMILES: [Cl:1][C:2]1[N:7]=[CH:6][C:5]([NH:8][C:9](=[O:15])[O:10][C:11]([CH3:14])([CH3:13])[CH3:12])=[CH:4][CH:3]=1.[C:16](=[O:18])=[O:17]>CN(C)CCN(C)C.CCOCC>[C:11]([O:10][C:9]([NH:8][C:5]1[C:4]([C:16]([OH:18])=[O:17])=[CH:3][C:2]([Cl:1])=[N:7][CH:6]=1)=[O:15])([CH3:12])([CH3:14])[CH3:13]. Procedure details: To 13 g of (6-chloro-pyridin-3-yl)-carbamic acid, tert-butyl ester in 24 mL of tetramethylethylenediamine and 300 mL of ether at −78° C. under an inert atmosphere was added slowly 68 mL of 2.5 M n-butyllithium/hexanes (3 eq). After the addition was complete, the reaction was allowed to warm to −15° C. for two hours then recooled to −78° C. Dry ice was allowed to sublime in a separate flask and the vapor was passed over the rapidly stirred reaction mixture while the cooling bath was removed and t... The reactants are C(=O)N[C@H]1[C@@H]2N(C(=C(CS2)CSC=2SC(=NN2)C)C(=O)O)C1=O (7β-formamido-3-(5-methyl-1,3,4-thiadiazol-2-yl)thiomethylceph-3-em-4-carboxylic acid), C1(=CC=CC=C1)C(=[N+]=[N-])C1=CC=CC=C1 (diphenyldiazomethane). The reagents and catalysts are C(C)(=O)O (acetic acid). Run in O1CCCC1 (tetrahydrofuran), petroleum. Conditions: time 16 hour. Product: C(=O)N[C@H]1[C@@H]2N(C(=C(CS2)CSC=2SC(=NN2)C)C(=O)OC(C2=CC=CC=C2)C2=CC=CC=C2)C1=O (Diphenylmethyl 7β-formamido-3-(5-methyl-1,3,4-thiadiazol-2-yl)thiomethylceph-3-em-4-carboxylate). RXN SMILES: [CH:1]([NH:3][C@@H:4]1[C:22](=[O:23])[N:6]2[C:7]([C:19]([OH:21])=[O:20])=[C:8]([CH2:11][S:12][C:13]3[S:14][C:15]([CH3:18])=[N:16][N:17]=3)[CH2:9][S:10][C@H:5]12)=[O:2].[C:24]1([C:30]([C:33]2[CH:38]=[CH:37][CH:36]=[CH:35][CH:34]=2)=[N+]=[N-])[CH:29]=[CH:28][CH:27]=[CH:26][CH:25]=1>O1CCCC1.C(O)(=O)C>[CH:1]([NH:3][C@@H:4]1[C:22](=[O:23])[N:6]2[C:7]([C:19]([O:21][CH:30]([C:24]3[CH:29]=[CH:28][CH:27]=[CH:26][CH:25]=3)[C:33]3[CH:38]=[CH:37][CH:36]=[CH:35][CH:34]=3)=[O:20])=[C:8]([CH2:11][S:12][C:13]3[S:14][C:15]([CH3:18])=[N:16][N:17]=3)[CH2:9][S:10][C@H:5]12)=[O:2]. Reported procedure: A solution of 7β-formamido-3-(5-methyl-1,3,4-thiadiazol-2-yl)thiomethylceph-3-em-4-carboxylic acid (8.5 g) in tetrahydrofuran (300 ml.) was treated with an excess of a solution of diphenyldiazomethane in petroleum (300 ml.) and the mixture was kept at 20° for 16 hours. A few drops of acetic acid were added and solvents were removed under reduced pressure. The resulting yellow syrup was dissolved in ethyl acetate and washed with sodium bicarbonate solution. A solid (7.5 g) precipitated and was dr... Reactants: NC=1C(OC2=C(C1C1=C(C=CC=C1)C)C=C(C(=C2)C)Cl)=O (3-amino-6-chloro-7-methyl-4-(2-methylphenyl)-2H-1-benzopyran-2- one), CN(C1=CC=CC=C1)C (N,N-dimethylaniline), FC1=C(C(=O)Cl)C=CC(=C1)F (2,4-difluorobenzoyl chloride). Run in ClCCl (dichloromethane). Reaction conditions: time 20 hour. The product is ClC=1C(=CC2=C(C(=C(C(O2)=O)NC(C2=C(C=C(C=C2)F)F)=O)C2=C(C=CC=C2)C)C1)C (6-chloro-3-(2,4-difluorobenzoylamino)-7-methyl-4-(2-methylphenyl)-2H-1-benzopyran-2-one), crystals. The yield is 92.5%. Reaction SMILES: [NH2:1][C:2]1[C:3](=[O:21])[O:4][C:5]2[CH:18]=[C:17]([CH3:19])[C:16]([Cl:20])=[CH:15][C:6]=2[C:7]=1[C:8]1[CH:13]=[CH:12][CH:11]=[CH:10][C:9]=1[CH3:14].CN(C)C1C=CC=CC=1.[F:31][C:32]1[CH:40]=[C:39]([F:41])[CH:38]=[CH:37][C:33]=1[C:34](Cl)=[O:35]>ClCCl>[Cl:20][C:16]1[C:17]([CH3:19])=[CH:18][C:5]2[O:4][C:3](=[O:21])[C:2]([NH:1][C:34](=[O:35])[C:33]3[CH:37]=[CH:38][C:39]([F:41])=[CH:40][C:32]=3[F:31])=[C:7]([C:8]3[CH:13]=[CH:12][CH:11]=[CH:10][C:9]=3[CH3:14])[C:6]=2[CH:15]=1. Reported procedure: To a mixture of 3-amino-6-chloro-7-methyl-4-(2-methylphenyl)-2H-1-benzopyran-2- one (300 mg), N,N-dimethylaniline (0.13 ml) and dichloromethane (4 ml) was dropwise added 2,4-difluorobenzoyl chloride (0.15 ml). The mixture was stirred for 20 hours at room temperature, washed with water and dried (MgSO4). By distilling off the solvent, 6-chloro-3-(2,4-difluorobenzoylamino)-7-methyl-4-(2-methylphenyl)-2H-1-benzopyran-2-one was obtained as crystals (406 mg, 92.5%). Recrystallization from ethanol gav... Starting materials: CC=1C(C(C(CC1)C)C)=O (2,5,6-trimethyl-2-cyclohexen-1-one), [H][H] (hydrogen), C(=O)=O (carbon dioxide), CC1C(=C(C(CC1)=O)C)C (trimethyl-2-cyclohexen-1-one), CC=1C(C(CCC1C)C)=O (2,3,6-trimethyl-2-cyclohexen-1-one), CC1C(=C(C(CC1)=O)C)C (trimethyl-2-cyclohexen-1-one), CC1C(=C(C(CC1)=O)C)C (trimethyl-2-cyclohexen-1-one). The reagents and catalysts are [Pd] (palladium/silica). Yields the product CC1=C(C(=CC=C1C)C)O (2,3,6-trimethylphenol). The yield is 95.0%. Reaction SMILES: [CH3:1][C:2]1[C:3](=[O:10])[CH:4]([CH3:9])[CH:5]([CH3:8])[CH2:6][CH:7]=1.CC1C(=O)C(C)CCC=1C.CC1CCC(=O)C(C)=C1C.C(=O)=O.[H][H]>[Pd]>[CH3:9][C:4]1[C:5]([CH3:8])=[CH:6][CH:7]=[C:2]([CH3:1])[C:3]=1[OH:10]. Procedure: Dehydrogenation may be carried out in an inert solvent. It is advantageous however to dehydrogenate the 2,5,6-trimethyl-2-cyclohexen-1-one or 2,3,6-trimethyl-2-cyclohexen-1-one in the gas phase, for example by passing it as a gas at the dehydrogenation temperature over a palladium/silica gel catalyst. In gas-phase dehydrogenation the trimethyl-2-cyclohexen-1-one is preferably passed over the catalyst in admixture with an extraneous gas such as nitrogen, steam, carbon dioxide and particularly hyd... The reactants are ClC=1C=C(CN)C=CC1Cl (3,4-dichlorobenzylamine), COC(C1=CC=C(C=C1)C=1N=C(C2=C(N1)SC(=C2Cl)C)Cl)=O (4-(4-chloro-5-chloro-6-methyl-thieno-[2,3-d]-pyrimidin-2-yl)-benzoic acid methylester). Product: COC(C1=CC=C(C=C1)C=1N=C(C2=C(N1)SC(=C2Cl)C)NCC2=CC(=C(C=C2)Cl)Cl)=O (4-[4-(3,4-dichlorobenzylamino)-5-chloro-6-methyl-thieno-[2,3-d]-pyrimidin-2-yl]-benzoic acid methylester). Reaction SMILES: [Cl:1][C:2]1[CH:3]=[C:4]([CH:7]=[CH:8][C:9]=1[Cl:10])[CH2:5][NH2:6].[CH3:11][O:12][C:13](=[O:32])[C:14]1[CH:19]=[CH:18][C:17]([C:20]2[N:21]=[C:22](Cl)[C:23]3[C:28]([Cl:29])=[C:27]([CH3:30])[S:26][C:24]=3[N:25]=2)=[CH:16][CH:15]=1>>[CH3:11][O:12][C:13](=[O:32])[C:14]1[CH:19]=[CH:18][C:17]([C:20]2[N:21]=[C:22]([NH:6][CH2:5][C:4]3[CH:7]=[CH:8][C:9]([Cl:10])=[C:2]([Cl:1])[CH:3]=3)[C:23]3[C:28]([Cl:29])=[C:27]([CH3:30])[S:26][C:24]=3[N:25]=2)=[CH:16][CH:15]=1. Procedure: The reaction procedure as above wherein 3,4-dichlorobenzylamine is reacted with 4-(4-chloro-5-chloro-6-methyl-thieno-[2,3-d]-pyrimidin-2-yl)-benzoic acid methylester yields 4-[4-(3,4-dichlorobenzylamino)-5-chloro-6-methyl-thieno-[2,3-d]-pyrimidin-2-yl]-benzoic acid methylester. Starting materials: BrC=1C=C(C=C(C1)OC)C1=CC(=NN1C=1C=NC=CC1)C(=O)O (5-(3-Bromo-5-methoxyphenyl)-1-(pyridin-3-yl)-1H-pyrazole-3-carboxylic acid), ClC=1C=C(C=C(C1)F)C1=CC(=NN1C1=NC=CC=C1)C(=O)N1CNC(C1)=O (1-{[5-(3-Chloro-5-fluorophenyl)-1-(pyridin-2-yl)-1H-pyrazol-3-yl]carbonyl}imidazolidin-4-one), O=C1NCCNC1 (2-oxopiperazine). Product: BrC=1C=C(C=C(C1)OC)C1=CC(=NN1C=1C=NC=CC1)C(=O)N1C(CNCC1)=O (([5-(3-Bromo-5-methoxyphenyl)-1-(pyridin-3-yl)-1H-pyrazol-3-yl]carbonyl}piperazin-2-one). As a reaction SMILES: [Br:1][C:2]1[CH:3]=[C:4]([C:10]2[N:14]([C:15]3[CH:16]=[N:17][CH:18]=[CH:19][CH:20]=3)[N:13]=[C:12]([C:21](O)=[O:22])[CH:11]=2)[CH:5]=[C:6]([O:8][CH3:9])[CH:7]=1.ClC1C=C(C2N(C3C=CC=CN=3)N=C([C:43]([N:45]3[CH2:49][C:48](=[O:50])[NH:47][CH2:46]3)=O)C=2)C=C(F)C=1.O=C1CNCCN1>>[Br:1][C:2]1[CH:3]=[C:4]([C:10]2[N:14]([C:15]3[CH:16]=[N:17][CH:18]=[CH:19][CH:20]=3)[N:13]=[C:12]([C:21]([N:47]3[CH2:46][CH2:43][NH:45][CH2:49][C:48]3=[O:50])=[O:22])[CH:11]=2)[CH:5]=[C:6]([O:8][CH3:9])[CH:7]=1. Reported procedure: 50 mg (0.13 mmol) of the compound of Example 50A is reacted analogously to the synthesis of the compound of Example 1 with 15 mg (0.15 mmol) of 2-oxopiperazine. 54 mg (88% of theory) of the title compound is obtained. Procedure details: A mixture of 4-methyl-7-(2-thiazolyl)-5,6,7,8-tetrahydroquinolin-5-one (0.68 g), aminoguanidine hydrochloride (0.37 g), concentrated hydrochloric acid (0.7 ml), water (0.7 ml) and ethanol (25 ml) was refluxed for 5 hours. Under reduced pressure, the solvent was evaporated, and to the residue was added water. The mixture was washed with ethyl acetate. Under reduced pressure, the solvent was evaporated, and the residue was recrystallized from ethanol-water to give 5-guanidinoimino-4-methyl-7-(2-th... Reactants: CC1=CC=NC=2CC(CC(C12)=O)C=1SC=CN1 (4-methyl-7-(2-thiazolyl)-5,6,7,8-tetrahydroquinolin-5-one), C(=N)(N)NN.Cl (aminoguanidine hydrochloride), Cl (hydrochloric acid), O (water). Solvent: C(C)O (ethanol). Yields the product Cl.N(C(=N)N)N=C1C=2C(=CC=NC2CC(C1)C=1SC=CN1)C (5-guanidinoimino-4-methyl-7-(2-thiazolyl)-5,6,7,8-tetrahydroquinoline hydrochloride). Reaction SMILES: [CH3:1][C:2]1[C:11]2[C:10](=O)[CH2:9][CH:8]([C:13]3[S:14][CH:15]=[CH:16][N:17]=3)[CH2:7][C:6]=2[N:5]=[CH:4][CH:3]=1.[C:18]([NH:21][NH2:22])([NH2:20])=[NH:19].[ClH:23].Cl.O>C(O)C>[ClH:23].[NH:21]([N:22]=[C:10]1[CH2:9][CH:8]([C:13]2[S:14][CH:15]=[CH:16][N:17]=2)[CH2:7][C:6]2[N:5]=[CH:4][CH:3]=[C:2]([CH3:1])[C:11]1=2)[C:18]([NH2:20])=[NH:19] |f:1.2,6.7|. The yield is 96.0%.